This data is from the Open Reaction Database (ORD), a public repository of structured organic reaction records. The task is: describe an organic reaction: reactants, conditions, products, and yield The reactants are C1(=CC=CC=C1)C=1C=C(C(=O)O)C=CC1 (3-phenylbenzoic acid), ClC=1C=C(CN)C=CC1Cl (3,4-dichlorobenzylamine). Reported procedure: Using preparation method 1, 3-phenylbenzoic acid (125 mg, 0.63 mmol) was reacted with 3,4-dichlorobenzylamine (123 mg, 0.7 mmol). The product was purified by flash chromatography on SiO2 using CH2Cl2/hexanes 50:50 then CH2Cl2 100%. White crystals were obtained (111 mg, 50%). NMR 1H (ppm, CDCl3): 8.00 (s, 1H), 7.73 (dd, J3=7.7 Hz, J4=1.6 Hz, 2H), 7.59 (d, J3=7.3 Hz, 2H), 7.50 (t, J3=7.7 Hz, 1H), 7.46-7.34 (m, 6H), 7.19 (dd, J3=8.2 Hz, J4=1.8 Hz, 1H), 6.54 (br. s, 1H), 4.61 (d, J3=5.9 Hz, 2H). As a reaction SMILES: [C:1]1([C:7]2[CH:8]=[C:9]([CH:13]=[CH:14][CH:15]=2)[C:10]([OH:12])=O)[CH:6]=[CH:5][CH:4]=[CH:3][CH:2]=1.[Cl:16][C:17]1[CH:18]=[C:19]([CH:22]=[CH:23][C:24]=1[Cl:25])[CH2:20][NH2:21]>>[Cl:16][C:17]1[CH:18]=[C:19]([CH:22]=[CH:23][C:24]=1[Cl:25])[CH2:20][NH:21][C:10]([C:9]1[CH:8]=[C:7]([C:1]2[CH:2]=[CH:3][CH:4]=[CH:5][CH:6]=2)[CH:15]=[CH:14][CH:13]=1)=[O:12]. The product is ClC=1C=C(CNC(=O)C=2C=C(C=CC2)C2=CC=CC=C2)C=CC1Cl (Biphenyl-3-carboxylic acid 3,4-dichloro-benzylamide). Starting materials: C1CO1 (ethylene oxide), C1(O)=CC=C(O)C=C1 (hydroquinone), CS(=O)C (dimethyl sulfoxide), CO (methanol), [OH-].[K+] (KOH). Yields the product OCCOC1=CC=C(C=C1)OCCO (1,4-bis(2'-hydroxyethoxy)benzene). RXN SMILES: [C:1]1([CH:8]=[CH:7][C:5]([OH:6])=[CH:4][CH:3]=1)O.[CH3:9]S(C)=O.[OH-:13].[K+].[CH2:15]1[O:17][CH2:16]1.[CH3:18][OH:19]>>[OH:13][CH2:9][CH2:18][O:19][C:1]1[CH:8]=[CH:7][C:5]([O:6][CH2:16][CH2:15][OH:17])=[CH:4][CH:3]=1 |f:2.3|. Procedure details: 110.1 g (1 mol) of hydroquinone and 100 ml of dimethyl sulfoxide (DMSO) were put in a 100-ml three-neck flask and dissolved under heat at 135° to 140° C. 11.22 g (0.2 mol) of KOH were added thereto, and ethylene oxide was blown into the flask while stirring. At the point when a weight increase of about 90 g (theoretical amount: 88.1 g) was attained, the blowing was stopped and the reaction system was slightly cooled. Then, methanol was added thereto and dissolved, and the mixture was neutralized... The reactants are C(C1=CC=CC=C1)(=O)CC(C1=CC=CC=C1)=O (dibenzoylmethane), NC1=NNC(=N1)SCC1=CC=CC=C1 (3-amino-5-benzylthio-1,2,4-triazole). Solvent: C(C)(=O)O (acetic acid). Yields the product C(C1=CC=CC=C1)SC1=NN2C(N=C(C=C2C2=CC=CC=C2)C2=CC=CC=C2)=N1 (2-benzylthio-5,7-diphenyl-1,2,4-triazolo[1,5-a]pyrimidine). Isolated yield 34.3%. Reaction SMILES: [C:1]([CH2:9][C:10](=O)[C:11]1[CH:16]=[CH:15][CH:14]=[CH:13][CH:12]=1)(=O)[C:2]1[CH:7]=[CH:6][CH:5]=[CH:4][CH:3]=1.[NH2:18][C:19]1[N:23]=[C:22]([S:24][CH2:25][C:26]2[CH:31]=[CH:30][CH:29]=[CH:28][CH:27]=2)[NH:21][N:20]=1>C(O)(=O)C>[CH2:25]([S:24][C:22]1[N:23]=[C:19]2[N:18]=[C:10]([C:11]3[CH:16]=[CH:15][CH:14]=[CH:13][CH:12]=3)[CH:9]=[C:1]([C:2]3[CH:7]=[CH:6][CH:5]=[CH:4][CH:3]=3)[N:20]2[N:21]=1)[C:26]1[CH:27]=[CH:28][CH:29]=[CH:30][CH:31]=1. Procedure details: A solution of 8.40 g (37.5 mmol) of dibenzoylmethane and 7.73 g (37.5 mmol) of 3-amino-5-benzylthio-1,2,4-triazole in 50 ml of glacial acetic acid was heated at reflux for 24 hours. Upon cooling to room temperature the solid which separated was collected by filtration and dried. The product was chromatographed on silica gel (HPLC) eluting with EtOAc-hexane (3:7, v/v) to afford 5.08 g (34%) of the desired product as a colorless solid, m.p. 122.5°-123.5° C. IR and 1H NMR spectra were in agreement ...